Dataset: the Open Reaction Database (ORD), a public repository of structured organic reaction records. Task: describe an organic reaction: reactants, conditions, products, and yield The reactants are C1(=CC=CC=C1)C(=C)CC (2-phenyl-1-butene), [H][H] (hydrogen), [H][H] (hydrogen), C(CCC)[Li] (n-Butyllithium), 20, Cl (hydrochloric acid). The reagents and catalysts are [Cl-].[Cl-].[Ti+2] (titanium dichloride). Solvent: C1(=CC=CC=C1)C (toluene). Conditions: time 40 hour. The product is C1(=CC=CC=C1)C(C)CC (2-phenylbutane). Isolated yield 42.0%. RXN SMILES: [C:1]1([C:7]([CH2:9][CH3:10])=[CH2:8])[CH:6]=[CH:5][CH:4]=[CH:3][CH:2]=1.C([Li])CCC.[H][H].Cl>[Cl-].[Cl-].[Ti+2].C1(C)C=CC=CC=1>[C:1]1([CH:7]([CH2:9][CH3:10])[CH3:8])[CH:6]=[CH:5][CH:4]=[CH:3][CH:2]=1 |f:4.5.6|. Reported procedure: (1R,7S)-1,3,10,10-Tetramethyltricyclo-[5.2.1 .02,6 ]-deca-2,5-dienyl)(η5 -cyclopentadienyl)titanium dichloride (21 mg, 0.05 mmol, prepared as in Example 6) together with 2-phenyl-1-butene (132 mg, 1 mmol) and freshly distilled toluene (5 ml) were placed into a 50 ml round-bottomed flask. After degassing with three freeze/thaw cycles the vessel was filled with hydrogen (3 evacuate/refill cycles). n-Butyllithium (0.2 ml, 22.5 M, 0.5 mmol) was then added via syringe at room temperature and the resu... Starting materials: CC(C)C(=O)Nc1nc2c(ncn2C2CC(O)C(CO)O2)c(=O)[nH]1, CC(C)(C)[Si](C)(C)Cl, CN(C)C=O, c1c[nH]cn1. Product: CC(C)C(=O)Nc1nc2c(ncn2C2CC(O)C(CO[Si](C)(C)C(C)(C)C)O2)c(=O)[nH]1. Reaction SMILES: [C:1]([CH:2]([CH3:3])[CH3:4])(=[O:5])[NH:6][c:7]1[nH:8][c:9](=[O:24])[c:10]2[n:11][cH:12][n:13]([CH:14]3[CH2:15][CH:16]([OH:17])[CH:18]([CH2:19][OH:20])[O:21]3)[c:22]2[n:23]1.[C:30]([CH3:31])([CH3:32])([CH3:33])[Si:34]([CH3:35])([CH3:36])[Cl:37].[O:38]=[CH:39][N:40]([CH3:41])[CH3:42].[nH:25]1[cH:26][cH:27][n:28][cH:29]1>>[C:1]([CH:2]([CH3:3])[CH3:4])(=[O:5])[NH:6][c:7]1[nH:8][c:9](=[O:24])[c:10]2[n:11][cH:12][n:13]([CH:14]3[CH2:15][CH:16]([OH:17])[CH:18]([CH2:19][O:20][Si:34]([C:30]([CH3:31])([CH3:32])[CH3:33])([CH3:35])[CH3:36])[O:21]3)[c:22]2[n:23]1. The reactants are COC=1C=C(C=CC1)C1=CCC2=CC=CC=C12 (3-(3-methoxyphenyl)indene), [Li]N([Si](C)(C)C)[Si](C)(C)C (LiN(TMS)2), BrCC(=O)OCC (ethyl bromoacetate). Run in C1CCOC1 (THF), C1CCOC1 (THF). Reaction conditions: time 2.5 hour. Yields the product COC=1C=C(C=CC1)C1=CC(C2=CC=CC=C12)CC(=O)OCC (Ethyl (±) 3-(3-methoxyphenyl)indeneacetate). The yield is 19.8%. RXN SMILES: [CH3:1][O:2][C:3]1[CH:4]=[C:5]([C:9]2[C:17]3[C:12](=[CH:13][CH:14]=[CH:15][CH:16]=3)[CH2:11][CH:10]=2)[CH:6]=[CH:7][CH:8]=1.[Li]N([Si](C)(C)C)[Si](C)(C)C.Br[CH2:29][C:30]([O:32][CH2:33][CH3:34])=[O:31]>C1COCC1>[CH3:1][O:2][C:3]1[CH:4]=[C:5]([C:9]2[C:17]3[C:12](=[CH:13][CH:14]=[CH:15][CH:16]=3)[CH:11]([CH2:29][C:30]([O:32][CH2:33][CH3:34])=[O:31])[CH:10]=2)[CH:6]=[CH:7][CH:8]=1. Procedure details: To a cold solution of 3-(3-methoxyphenyl)indene (4 g, 18 mmol), prepared by the method of J. Med. Chem. 1981, 24, 998, in THF (15 mL) at 0° C. was added dropwise a solution of LiN(TMS)2 (20 mL, 1M in THF) over 5 min. The resulting solution was added dropwise to a solution of ethyl bromoacetate (3.34 g, 20 mmol) in THF (15 mL) at −78° C. over 30 min. After 2.5 h, the mixture was quenched with saturated ammonium chloride solution and the layers were separated. The organic layer was dried over MgSO... The reactants are CCOC(=O)C(CCCC(F)(F)Cl)C(=O)OCC, Cc1ccccc1, C1CCC2=NCCCN2CC1. Product: CCOC(=O)C(CCC=C(F)F)C(=O)OCC. As a reaction SMILES: [CH2:1]([CH3:2])[O:3][C:4]([CH:5]([C:6](=[O:7])[O:8][CH2:9][CH3:10])[CH2:11][CH2:12][CH2:13][C:14]([F:15])([F:16])[Cl:17])=[O:18].[CH3:30][c:31]1[cH:32][cH:33][cH:34][cH:35][cH:36]1.[N:19]12[CH2:20][CH2:21][CH2:22][N:23]=[C:24]1[CH2:25][CH2:26][CH2:27][CH2:28][CH2:29]2>>[CH2:1]([CH3:2])[O:3][C:4]([CH:5]([C:6](=[O:7])[O:8][CH2:9][CH3:10])[CH2:11][CH2:12][CH:13]=[C:14]([F:15])[F:16])=[O:18]. Starting materials: CC(C)c1nc(N(C)S(C)(=O)=O)nc(-c2ccc(F)cc2)c1Br, C=CC1CC(CC(=O)OC(C)(C)C)OC(C)(C)O1, CN(C)C=O, CCOC(C)=O, CC(=O)O, C1CCC(CNCC2CCCCC2)CC1, O. Product: CC(C)c1nc(N(C)S(C)(=O)=O)nc(-c2ccc(F)cc2)c1C=CC1CC(CC(=O)OC(C)(C)C)OC(C)(C)O1. Reaction SMILES: [Br:1][c:2]1[c:3](-[c:17]2[cH:18][cH:19][c:20]([F:23])[cH:21][cH:22]2)[n:4][c:5]([N:11]([S:12](=[O:13])(=[O:14])[CH3:15])[CH3:16])[n:6][c:7]1[CH:8]([CH3:9])[CH3:10].[CH3:24][C:25]1([CH3:41])[O:26][CH:27]([CH:39]=[CH2:40])[CH2:28][CH:29]([CH2:31][C:32](=[O:33])[O:34][C:35]([CH3:36])([CH3:37])[CH3:38])[O:30]1.[CH3:57][N:58]([CH3:59])[CH:60]=[O:61].[CH3:62][CH2:63][O:64][C:65](=[O:66])[CH3:67].[CH3:69][C:70](=[O:71])[OH:72].[CH:42]1([CH2:43][NH:44][CH2:45][CH:46]2[CH2:47][CH2:48][CH2:49][CH2:50][CH2:51]2)[CH2:52][CH2:53][CH2:54][CH2:55][CH2:56]1.[OH2:68]>>[c:2]1([CH:40]=[CH:39][CH:27]2[O:26][C:25]([CH3:24])([CH3:41])[O:30][CH:29]([CH2:31][C:32](=[O:33])[O:34][C:35]([CH3:36])([CH3:37])[CH3:38])[CH2:28]2)[c:3](-[c:17]2[cH:18][cH:19][c:20]([F:23])[cH:21][cH:22]2)[n:4][c:5]([N:11]([S:12](=[O:13])(=[O:14])[CH3:15])[CH3:16])[n:6][c:7]1[CH:8]([CH3:9])[CH3:10]. The reactants are N#CBr (cyanogen bromide), S(=O)(=O)(O)O.NC=1N=C(NC(C1N)=O)C1=C(C=CC=C1)OCCC (4,5-diamino-2-(2-propoxyphenyl)-pyrimidin-6-one sulphate), N#CBr (cyanogen bromide), O.O.O.C(C)(=O)[O-].[Na+] (sodium acetate trihydrate). The solvent is C(C)O (ethanol). Conditions: temperature 65 celsius, time 8 hour. Product: C(CC)OC1=C(C=CC=C1)C1=NC(C2=NC(=NC2=N1)N)=O (2-(2-Propoxyphenyl)-8-aminopurin-6-one). RXN SMILES: S(O)(O)(=O)=O.[NH2:6][C:7]1[N:8]=[C:9]([C:15]2[CH:20]=[CH:19][CH:18]=[CH:17][C:16]=2[O:21][CH2:22][CH2:23][CH3:24])[NH:10][C:11](=[O:14])[C:12]=1[NH2:13].[N:25]#[C:26]Br.O.O.O.C([O-])(=O)C.[Na+]>C(O)C>[CH2:22]([O:21][C:16]1[CH:17]=[CH:18][CH:19]=[CH:20][C:15]=1[C:9]1[N:8]=[C:7]2[C:12](=[N:13][C:26]([NH2:25])=[N:6]2)[C:11](=[O:14])[N:10]=1)[CH2:23][CH3:24] |f:0.1,3.4.5.6.7|. Reported procedure: A partial solution of 4,5-diamino-2-(2-propoxyphenyl)-pyrimidin-6-one sulphate (1.1 g), cyanogen bromide (0.33 g), and sodium acetate trihydrate (0.42 g) in 50% aqueous ethanol (44 ml) was stirred at room temperature for 2 hours then allowed to stand overnight. The stirred mixture was then heated in a water bath (temperature 65° C.) for 3 hours, extra cyanogen bromide (0.05 g) added, and the mixture heated for a further 2 hours. The suspension was subjected to partial evaporation under reduced p... Reactants: C1CCOC1, CCCCCC, O=C1CN(C(c2ccc(Cl)cc2)c2ccc(Cl)cc2)C1, COC(=O)Cc1cc(F)cc(F)c1, [Li]CCCC. The product is COC(=O)C(c1cc(F)cc(F)c1)C1(O)CN(C(c2ccc(Cl)cc2)c2ccc(Cl)cc2)C1. Reaction SMILES: [CH2:45]1[O:46][CH2:47][CH2:48][CH2:49]1.[CH3:39][CH2:40][CH2:41][CH2:42][CH2:43][CH3:44].[Cl:19][c:20]1[cH:21][cH:22][c:23]([CH:26]([N:27]2[CH2:28][C:29](=[O:31])[CH2:30]2)[c:32]2[cH:33][cH:34][c:35]([Cl:38])[cH:36][cH:37]2)[cH:24][cH:25]1.[F:6][c:7]1[cH:8][c:9]([CH2:14][C:15](=[O:16])[O:17][CH3:18])[cH:10][c:11]([F:13])[cH:12]1.[Li:1][CH2:2][CH2:3][CH2:4][CH3:5]>>[F:6][c:7]1[cH:8][c:9]([CH:14]([C:15](=[O:16])[O:17][CH3:18])[C:29]2([OH:31])[CH2:28][N:27]([CH:26]([c:23]3[cH:22][cH:21][c:20]([Cl:19])[cH:25][cH:24]3)[c:32]3[cH:33][cH:34][c:35]([Cl:38])[cH:36][cH:37]3)[CH2:30]2)[cH:10][c:11]([F:13])[cH:12]1.